From a dataset of the Open Reaction Database (ORD), a public repository of structured organic reaction records. describe an organic reaction: reactants, conditions, products, and yield Run at time 30 minute. Run in C(C)O (ethanol), C(C)O (ethanol), CCOCC (ether). The product is Cl.CN(CC1=CC(=CC=C1)C1=NNC(=N1)C1=CC=C(C=C1)C(F)(F)F)C (Dimethyl-{3-[5-(4-trifluoromethyl-phenyl)-1H-[1,2,4]triazol-3-yl]-benzyl}-amine hydrochloride). The yield is 10.5%. RXN SMILES: [ClH:1].C(O[C:5](=[NH:16])[C:6]1[CH:11]=[CH:10][C:9]([C:12]([F:15])([F:14])[F:13])=[CH:8][CH:7]=1)C.C[O-].[Na+].[CH3:20][N:21]([CH2:23][C:24]1[CH:25]=[C:26]([CH:31]=[CH:32][CH:33]=1)[C:27]([NH:29][NH2:30])=O)[CH3:22].Cl.CC(O)C>C(O)C.CCOCC>[ClH:1].[CH3:20][N:21]([CH3:22])[CH2:23][C:24]1[CH:33]=[CH:32][CH:31]=[C:26]([C:27]2[N:16]=[C:5]([C:6]3[CH:7]=[CH:8][C:9]([C:12]([F:13])([F:14])[F:15])=[CH:10][CH:11]=3)[NH:30][N:29]=2)[CH:25]=1 |f:0.1,2.3,5.6,9.10|. Starting materials: C[O-].[Na+] (sodium methoxide), CN(C)CC=1C=C(C(=O)NN)C=CC1 (3-dimethylaminomethyl-benzoic acid hydrazide), Cl.C(C)OC(C1=CC=C(C=C1)C(F)(F)F)=N (4-trifluoromethyl-benzimidic acid ethyl ester hydrochloride salt), hydrochloride salt, Cl.CC(C)O (HCl iPrOH). Procedure: To an ethanolic suspension of 4-trifluoromethyl-benzimidic acid ethyl ester hydrochloride salt (761 mg, 3.0 mmol, 1.5 eq.) was added sodium methoxide (162 mg, 3 mmol) in ethanol (20 ml.) and the resulting mixture stirred for 30 min.at r.t. 3-dimethylaminomethyl-benzoic acid hydrazide (386 mg, 2.0 mmol) in ethanol was then added at 20° C., followed by heating to reflux for 16 hrs. Upon cooling, the product mixture was filtered, solvent was evaporated and the residue subjected to preparative rever... The reactants are CN(C=1C=C(C#N)C=C(N1)C)C (2-dimethylamino-6-methyl-isonicotinonitrile), ice, potassium tert.-butylate, Cl.NO (hydroxylamine hydrochloride). The solvent is CO (methanol). Yields the product CN(C=1C=C(C(=N)NO)C=C(N1)C)C (2-dimethylamino-N-hydroxy-6-methyl-isonicotinamidine). Isolated yield 33.7%. As a reaction SMILES: Cl.[NH2:2][OH:3].[CH3:4][N:5]([CH3:15])[C:6]1[CH:7]=[C:8]([CH:11]=[C:12]([CH3:14])[N:13]=1)[C:9]#[N:10]>CO>[CH3:4][N:5]([CH3:15])[C:6]1[CH:7]=[C:8]([CH:11]=[C:12]([CH3:14])[N:13]=1)[C:9]([NH:2][OH:3])=[NH:10] |f:0.1|. Procedure details: To an ice-cooled solution of potassium tert.-butylate (1.71 g, 15.2 mmol) in methanol (50 mL), hydroxylamine hydrochloride (905 mg, 13.02 mmol) is added. The suspension is stirred for 30 min before 2-dimethylamino-6-methyl-isonicotinonitrile (699 mg, 4.34 mmol) is added. The mixture is refluxed for 2 h before it is evaporated. The residue is dissolved in a small amount of water and separated by MPLC on RP-C18-silica gel to give 2-dimethylamino-N-hydroxy-6-methyl-isonicotinamidine (284 mg) as a b... Starting materials: N(C(=O)C)C=1C=C(C(=CC1F)C)S(=O)(=O)Cl (3-Acetamino-4-fluoro-6-methyl-phenylsulfonylchloride), Red phosphorus, II (iodine). Run in C(C)(=O)O (acetic acid). Product: N(C(=O)C)C=1C(=CC(=C(C1)S)C)F (5-acetamino-4-fluoro-2-methyl-benzenethiol), crude intermediate. The yield is 72.0%. As a reaction SMILES: [NH:1]([C:5]1[CH:6]=[C:7]([S:13](Cl)(=O)=O)[C:8]([CH3:12])=[CH:9][C:10]=1[F:11])[C:2]([CH3:4])=[O:3].II>C(O)(=O)C>[NH:1]([C:5]1[C:10]([F:11])=[CH:9][C:8]([CH3:12])=[C:7]([SH:13])[CH:6]=1)[C:2]([CH3:4])=[O:3]. Reported procedure: 3-Acetamino-4-fluoro-6-methyl-phenylsulfonylchloride (500 g, 1.89 mol) was dissolved in 2 L of acetic acid. Red phosphorus (100 g, 3.22 mmol) and iodine (10 g, 39 mmol) were added to the solution, and the mixture was refluxed for 3 hours. The acetic acid was removed under reduced pressure, water was added and the residue extracted with ethyl acetate. The organic phase was dried with sodium sulfate and concentrated under reduced pressure to give 5-acetamino-4-fluoro-2-methyl-benzenethiol as a cru... Reaction SMILES: [Br:22][c:23]1[c:24]([C:25]#[N:26])[cH:27][cH:28][cH:29][cH:30]1.[CH3:1][n:2]1[c:3]([N:15]2[CH:16]([CH3:21])[CH2:17][NH:18][CH2:19][CH2:20]2)[n:4][c:5](-[c:9]2[n:10][cH:11][n:12][cH:13][cH:14]2)[cH:6][c:7]1=[O:8].[CH3:68][O:69][CH2:70][CH2:71][O:72][CH3:73].[CH:31]1([P:32]([CH:33]2[CH2:34][CH2:35][CH2:36][CH2:37][CH2:38]2)[c:39]2[cH:40][cH:41][cH:42][cH:43][c:44]2-[c:45]2[c:46]([O:47][CH3:48])[cH:49][cH:50][cH:51][c:52]2[O:53][CH3:54])[CH2:55][CH2:56][CH2:57][CH2:58][CH2:59]1.[K+:65].[K+:66].[K+:67].[O:112]=[C:113]([CH:114]=[CH:115][c:116]1[cH:117][cH:118][cH:119][cH:120][cH:121]1)[CH:122]=[CH:123][c:124]1[cH:125][cH:126][cH:127][cH:128][cH:129]1.[O:76]=[C:77]([CH:78]=[CH:79][c:80]1[cH:81][cH:82][cH:83][cH:84][cH:85]1)[CH:86]=[CH:87][c:88]1[cH:89][cH:90][cH:91][cH:92][cH:93]1.[O:94]=[C:95]([CH:96]=[CH:97][c:98]1[cH:99][cH:100][cH:101][cH:102][cH:103]1)[CH:104]=[CH:105][c:106]1[cH:107][cH:108][cH:109][cH:110][cH:111]1.[P:60]([O-:61])([O-:62])([O-:63])=[O:64].[Pd:74].[Pd:75]>>[CH3:1][n:2]1[c:3]([N:15]2[CH:16]([CH3:21])[CH2:17][N:18]([c:23]3[c:24]([C:25]#[N:26])[cH:27][cH:28][cH:29][cH:30]3)[CH2:19][CH2:20]2)[n:4][c:5](-[c:9]2[n:10][cH:11][n:12][cH:13][cH:14]2)[cH:6][c:7]1=[O:8]. The reactants are N#Cc1ccccc1Br, CC1CNCCN1c1nc(-c2ccncn2)cc(=O)n1C, COCCOC, COc1cccc(OC)c1-c1ccccc1P(C1CCCCC1)C1CCCCC1, [K+], [K+], [K+], O=C(C=Cc1ccccc1)C=Cc1ccccc1, O=C(C=Cc1ccccc1)C=Cc1ccccc1, O=C(C=Cc1ccccc1)C=Cc1ccccc1, O=P([O-])([O-])[O-], [Pd], [Pd]. Yields the product CC1CN(c2ccccc2C#N)CCN1c1nc(-c2ccncn2)cc(=O)n1C. The reactants are ClCCCC(C1=CC(=C(C(=C1)F)F)F)C=1OC(=NN1)/C(=C/C1=CC(=C(C=C1)N1C=NC(=C1)C)OC)/F (2-[4-chloro-1-(3,4,5-trifluorophenyl)butyl]-5-{(Z)-1-fluoro-2-[3-methoxy-4-(4-methyl-1H-imidazol-1-yl)phenyl]vinyl}-[1,3,4]oxadiazole), C(C)(=O)[O-].[NH4+] (ammonium acetate), C(C)(=O)OCC (ethyl acetate), O.C([O-])(O)=O.[Na+] (sodium bicarbonate water). Run in C(C)(=O)O (acetic acid). Yields the product F\C(=C/C1=CC(=C(C=C1)N1C=NC(=C1)C)OC)\C1=NN2C(C(CCC2)C2=CC(=C(C(=C2)F)F)F)=N1 (2-{(Z)-1-fluoro-2-[3-methoxy-4-(4-methyl-1H-imidazol-1-yl)phenyl]vinyl}-8-(3,4,5-trifluorophenyl)-5,6,7,8-tetrahydro[1,2,4]triazolo[1,5-a]pyridine). The yield is 130.4%. As a reaction SMILES: Cl[CH2:2][CH2:3][CH2:4][CH:5]([C:15]1O[C:17](/[C:20](/[F:36])=[CH:21]/[C:22]2[CH:27]=[CH:26][C:25]([N:28]3[CH:32]=[C:31]([CH3:33])[N:30]=[CH:29]3)=[C:24]([O:34][CH3:35])[CH:23]=2)=[N:18][N:19]=1)[C:6]1[CH:11]=[C:10]([F:12])[C:9]([F:13])=[C:8]([F:14])[CH:7]=1.C([O-])(=O)C.[NH4+:41].C(OCC)(=O)C.O.C(=O)(O)[O-].[Na+]>C(O)(=O)C>[F:36]/[C:20](/[C:17]1[N:41]=[C:15]2[CH:5]([C:6]3[CH:11]=[C:10]([F:12])[C:9]([F:13])=[C:8]([F:14])[CH:7]=3)[CH2:4][CH2:3][CH2:2][N:19]2[N:18]=1)=[CH:21]\[C:22]1[CH:27]=[CH:26][C:25]([N:28]2[CH:32]=[C:31]([CH3:33])[N:30]=[CH:29]2)=[C:24]([O:34][CH3:35])[CH:23]=1 |f:1.2,4.5.6|. Reported procedure: A solution of 2-[4-chloro-1-(3,4,5-trifluorophenyl)butyl]-5-{(Z)-1-fluoro-2-[3-methoxy-4-(4-methyl-1H-imidazol-1-yl)phenyl]vinyl}-[1,3,4]oxadiazole (81 mg) and ammonium acetate (358 mg) in acetic acid (2 mL) was stirred at 150° C. for three hours. The reaction solution was left to cool to room temperature. Then, ethyl acetate and saturated sodium bicarbonate water were added to the reaction solution, and the organic layer was separated. The resulting organic layer was dried over anhydrous magnes... Isolated yield 76.6%. Reaction SMILES: [N+:1]([C:4]1[CH:9]=[CH:8][C:7](/[CH:10]=[CH:11]/[C:12]2[N:13]=[C:14]([NH:17]C(=O)OCC3C=CC=CC=3)[S:15][CH:16]=2)=[CH:6][CH:5]=1)([O-:3])=[O:2]>Cl>[N+:1]([C:4]1[CH:9]=[CH:8][C:7](/[CH:10]=[CH:11]/[C:12]2[N:13]=[C:14]([NH2:17])[S:15][CH:16]=2)=[CH:6][CH:5]=1)([O-:3])=[O:2]. Reported procedure: Benzyl 4-[(E)-2-(4-nitrophenyl)ethenyl]-1,3-thiazol-2-ylcarbamate (2.7 g) prepared in a similar manner according to Step 4 of Production Example 24 and 6N hydrochloric acid (50 ml) were combined. The reaction mixture was refluxed for 3 hours. After cooled to room temperature, the precipitate was filtered in vacuo. The solid was washed with water and acetonitrile to give 4-[(E)-2-(4-nitrophenyl)ethenyl]-1,3-thiazol-2-amine (1.34 g) as a yellow solid. Product: [N+](=O)([O-])C1=CC=C(C=C1)/C=C/C=1N=C(SC1)N (4-[(E)-2-(4-nitrophenyl)ethenyl]-1,3-thiazol-2-amine). The reactants are [N+](=O)([O-])C1=CC=C(C=C1)/C=C/C=1N=C(SC1)NC(OCC1=CC=CC=C1)=O (Benzyl 4-[(E)-2-(4-nitrophenyl)ethenyl]-1,3-thiazol-2-ylcarbamate). The solvent is Cl (hydrochloric acid). The reactants are C1OC=2C=C(C=CC2O1)C(C(=O)O)C(O)C1CCCCC1 ((2RS,3RS)-2-(3,4-methylenedioxyphenyl)-3-cyclohexyl-3-hydroxypropionic acid), Cl (HCl), N[C@@H](CC1=CNC2=CC=CC=C12)C(=O)OC (H-L-Trp-OMe), C=1C=CC2=C(C1)N=NN2O (HOBT). Run in CN(C=O)C (dimethylformamide), O (water). Reaction conditions: time 8 hour. The product is COC([C@@H](NC(C(C(O)C1CCCCC1)C1=CC2=C(C=C1)OCO2)=O)CC2=CNC1=CC=CC=C21)=O (N-[(2RS,3RS)-2-(3,4-methylenedioxyphenyl)-3-cyclohexyl-3-hydroxypropionyl]-L-tryptophane methyl ester). Yield: 97.9%. As a reaction SMILES: [CH2:1]1[O:9][C:8]2[CH:7]=[CH:6][C:5]([CH:10]([CH:14]([CH:16]3[CH2:21][CH2:20][CH2:19][CH2:18][CH2:17]3)[OH:15])[C:11](O)=[O:12])=[CH:4][C:3]=2[O:2]1.Cl.[NH2:23][C@H:24]([C:35]([O:37][CH3:38])=[O:36])[CH2:25][C:26]1[C:34]2[C:29](=[CH:30][CH:31]=[CH:32][CH:33]=2)[NH:28][CH:27]=1.C1C=CC2N(O)N=NC=2C=1>CN(C)C=O.O>[CH3:38][O:37][C:35](=[O:36])[C@H:24]([CH2:25][C:26]1[C:34]2[C:29](=[CH:30][CH:31]=[CH:32][CH:33]=2)[NH:28][CH:27]=1)[NH:23][C:11](=[O:12])[CH:10]([C:5]1[CH:6]=[CH:7][C:8]2[O:9][CH2:1][O:2][C:3]=2[CH:4]=1)[CH:14]([CH:16]1[CH2:21][CH2:20][CH2:19][CH2:18][CH2:17]1)[OH:15]. Procedure details: To a solution of (2RS,3RS)-2-(3,4-methylenedioxyphenyl)-3-cyclohexyl-3-hydroxypropionic acid (100 mg), HCl.H-L-Trp-OMe (136 mg) and HOBT (55 mg) in dimethylformamide (6 ml) was added WSCD (64 mg) under ice-bath cooling. After being stirred overnight at room temperature, the mixture was poured into water (20 ml) and extracted with ethyl acetate (20 ml). The organic layer was washed with 5% hydrochloric acid solution, 1M aqueous sodium bicarbonate solution and brine, dried over magnesium sulfate, ... Starting materials: C(C)N(C([C@H]1N(CCC1)CC1=CC=CC=C1)=O)CC (N,N-Diethyl-1-(phenylmethyl)-L-prolinamide), Cl (HCl). Solvent: CO (MeOH). Yields the product Cl.C(C)N(C([C@H]1NCCC1)=O)CC (N,N-diethyl-L-prolinamide hydrochloride). The yield is 130.3%. RXN SMILES: [CH2:1]([N:3]([CH2:18][CH3:19])[C:4](=[O:17])[C@@H:5]1[CH2:9][CH2:8][CH2:7][N:6]1CC1C=CC=CC=1)[CH3:2].[ClH:20]>CO>[ClH:20].[CH2:18]([N:3]([CH2:1][CH3:2])[C:4](=[O:17])[C@@H:5]1[CH2:9][CH2:8][CH2:7][NH:6]1)[CH3:19] |f:3.4|. Procedure details: N,N-Diethyl-1-(phenylmethyl)-L-prolinamide (1.603 g, 6.156 mmol) was dissolved in a mixture of MeOH (50 mL) and 1N HCl (14 mL, 14 mmol), degassed and placed under argon. 10% Pd/C (480 mg) was added, and the contents were thoroughly degassed and placed under a hydrogen balloon for 2 h. The contents were then degassed, and the Pd/C was removed by filtration through a fiberglass filter, washing with MeOH. The filtrate was concentrated in vacuo to provide pure N,N-diethyl-L-prolinamide hydrochloride... Reactants: BrC=1C=C(C=CC1CBr)C(=O)C1=CC=C(C=C1)OCC ((3-bromo-4-(bromomethyl)phenyl)(4-ethoxyphenyl)methanone), C(C)(=O)[O-].[Na+] (sodium acetate). The solvent is O (H2O), CN(C)C=O (DMF). Run at temperature 68 celsius, time 2.5 hour. Yields the product C(C)(=O)OCC1=C(C=C(C=C1)C(C1=CC=C(C=C1)OCC)=O)Br (2-bromo-4-(4-ethoxybenzoyl)benzyl acetate). Yield: 95.0%. Reaction SMILES: [Br:1][C:2]1[CH:3]=[C:4]([C:10]([C:12]2[CH:17]=[CH:16][C:15]([O:18][CH2:19][CH3:20])=[CH:14][CH:13]=2)=[O:11])[CH:5]=[CH:6][C:7]=1[CH2:8]Br.[C:21]([O-:24])(=[O:23])[CH3:22].[Na+]>CN(C=O)C.O>[C:21]([O:24][CH2:8][C:7]1[CH:6]=[CH:5][C:4]([C:10](=[O:11])[C:12]2[CH:17]=[CH:16][C:15]([O:18][CH2:19][CH3:20])=[CH:14][CH:13]=2)=[CH:3][C:2]=1[Br:1])(=[O:23])[CH3:22] |f:1.2|. Reported procedure: To a solution of (3-bromo-4-(bromomethyl)phenyl)(4-ethoxyphenyl)methanone (0.456 g, 1.15 mmol) in 15 mL of DMF was added sodium acetate (0.188 g, 2.29 mmol). After being stirred for 2.5 h at 68° C., the mixture was diluted with 15 mL of H2O and extracted 3× with ethyl acetate. The combined organic layers were washed once with saturated NH4Cl, once with saturated brine and dried over Na2SO4. Concentration under reduced pressure gave 0.412 g of the crude product, which was used in the next step wi...